From a dataset of the Open Reaction Database (ORD), a public repository of structured organic reaction records. describe an organic reaction: reactants, conditions, products, and yield Starting materials: ClCCl, CCN=C=NCCCN(C)C, CC1CCNCC1, COC1=C(OC)C(=O)C(Cc2ccc(OCc3cccnc3)c(C(=O)O)c2)=C(C)C1=O, Cl, O. Product: COC1=C(OC)C(=O)C(Cc2ccc(OCc3cccnc3)c(C(=O)N3CCC(C)CC3)c2)=C(C)C1=O. RXN SMILES: [CH2:20]([Cl:21])[Cl:22].[CH2:9]([N:10]=[C:11]=[N:12][CH2:13][CH2:14][CH2:15][N:16]([CH3:17])[CH3:18])[CH3:19].[CH3:1][CH:2]1[CH2:3][CH2:4][NH:5][CH2:6][CH2:7]1.[CH3:23][O:24][C:25]1=[C:30]([O:31][CH3:32])[C:29](=[O:33])[C:28]([CH2:34][c:35]2[cH:36][cH:37][c:38]([O:44][CH2:45][c:46]3[cH:47][n:48][cH:49][cH:50][cH:51]3)[c:39]([C:40](=[O:41])[OH:42])[cH:43]2)=[C:27]([CH3:52])[C:26]1=[O:53].[ClH:8].[OH2:54]>>[CH3:1][CH:2]1[CH2:3][CH2:4][N:5]([C:40]([c:39]2[c:38]([O:44][CH2:45][c:46]3[cH:47][n:48][cH:49][cH:50][cH:51]3)[cH:37][cH:36][c:35]([CH2:34][C:28]3=[C:27]([CH3:52])[C:26](=[O:53])[C:25]([O:24][CH3:23])=[C:30]([O:31][CH3:32])[C:29]3=[O:33])[cH:43]2)=[O:41])[CH2:6][CH2:7]1.